This data is from the Open Reaction Database (ORD), a public repository of structured organic reaction records. The task is: describe an organic reaction: reactants, conditions, products, and yield The reactants are C(=O)([O-])[O-].[Na+].[Na+] (Na2CO3), BrC=1C=C(C=C(C1)OC)B1OC(C(O1)(C)C)(C)C (2-(3-bromo-5-methoxyphenyl)-4,4,5,5-tetramethyl-1,3,2-dioxaborolane), IC1=NN(C2=NC=NC(=C21)N)C(C)C (3-iodo-1-isopropyl-1H-pyrazolo[3,4-d]pyrimidin-4-amine). Reagents/catalysts: C=1C=CC(=CC1)[P](C=2C=CC=CC2)(C=3C=CC=CC3)[Pd]([P](C=4C=CC=CC4)(C=5C=CC=CC5)C=6C=CC=CC6)([P](C=7C=CC=CC7)(C=8C=CC=CC8)C=9C=CC=CC9)[P](C=1C=CC=CC1)(C=1C=CC=CC1)C=1C=CC=CC1 (Pd(PPh3)4). Solvent: CCO (EtOH), COCCOC (DME). Run at temperature 80 celsius. Product: BrC=1C=C(C=C(C1)OC)C1=NN(C2=NC=NC(=C21)N)C(C)C (3-(3-bromo-5-methoxyphenyl)-1-isopropyl-1H-pyrazolo[3,4-d]pyrimidin-4-amine). Isolated yield 35.8%. As a reaction SMILES: [Br:1][C:2]1[CH:3]=[C:4](B2OC(C)(C)C(C)(C)O2)[CH:5]=[C:6]([O:8][CH3:9])[CH:7]=1.I[C:20]1[C:28]2[C:23](=[N:24][CH:25]=[N:26][C:27]=2[NH2:29])[N:22]([CH:30]([CH3:32])[CH3:31])[N:21]=1.C([O-])([O-])=O.[Na+].[Na+]>CCO.COCCOC.C1C=CC([P]([Pd]([P](C2C=CC=CC=2)(C2C=CC=CC=2)C2C=CC=CC=2)([P](C2C=CC=CC=2)(C2C=CC=CC=2)C2C=CC=CC=2)[P](C2C=CC=CC=2)(C2C=CC=CC=2)C2C=CC=CC=2)(C2C=CC=CC=2)C2C=CC=CC=2)=CC=1>[Br:1][C:2]1[CH:3]=[C:4]([C:20]2[C:28]3[C:23](=[N:24][CH:25]=[N:26][C:27]=3[NH2:29])[N:22]([CH:30]([CH3:32])[CH3:31])[N:21]=2)[CH:5]=[C:6]([O:8][CH3:9])[CH:7]=1 |f:2.3.4,^1:51,53,72,91|. Procedure: A solution of 2-(3-bromo-5-methoxyphenyl)-4,4,5,5-tetramethyl-1,3,2-dioxaborolane (137 mg, 0.43 mmol) in EtOH (3.3 ml) was added to a solution of 3-iodo-1-isopropyl-1H-pyrazolo[3,4-d]pyrimidin-4-amine (65 mg, 0.216 mmol) in DME (12 ml). Pd(PPh3)4 (30 mg, 0.03 mmol) and saturated Na2CO3 (1.9 ml) were added and the reaction was heated to 80° C. under an argon atmosphere overnight. After cooling, the reaction was extracted with saturated NaCl and CH2Cl2. Organic phases were combined, concentrated i...